From a dataset of the Open Reaction Database (ORD), a public repository of structured organic reaction records. describe an organic reaction: reactants, conditions, products, and yield Starting materials: Cc1ccccc1, [Li]CCCC, O=C1CCCC1, Cc1ccccc1S(=O)(=O)O, c1ccc2occc2c1. Product: C1=C(c2cc3ccccc3o2)CCC1. As a reaction SMILES: [CH3:32][c:33]1[cH:34][cH:35][cH:36][cH:37][cH:38]1.[Li:10][CH2:11][CH2:12][CH2:13][CH3:14].[O:15]=[C:16]1[CH2:17][CH2:18][CH2:19][CH2:20]1.[c:21]1([CH3:22])[c:23]([S:24]([OH:25])(=[O:26])=[O:27])[cH:28][cH:29][cH:30][cH:31]1.[o:1]1[cH:2][cH:3][c:4]2[c:5]1[cH:6][cH:7][cH:8][cH:9]2>>[o:1]1[c:2]([C:16]2=[CH:17][CH2:18][CH2:19][CH2:20]2)[cH:3][c:4]2[c:5]1[cH:6][cH:7][cH:8][cH:9]2. Reactants: [Br-], C1CCOC1, C[P+](c1ccccc1)(c1ccccc1)c1ccccc1, CCCCCc1c(C(C)C)nc(C(C)C)c(C=O)c1-c1ccc(F)cc1, [Li]CCCC. Product: C=Cc1c(C(C)C)nc(C(C)C)c(CCCCC)c1-c1ccc(F)cc1. RXN SMILES: [Br-:32].[CH2:53]1[O:54][CH2:55][CH2:56][CH2:57]1.[CH3:33][P+:34]([c:35]1[cH:36][cH:37][cH:38][cH:39][cH:40]1)([c:41]1[cH:42][cH:43][cH:44][cH:45][cH:46]1)[c:47]1[cH:48][cH:49][cH:50][cH:51][cH:52]1.[CH:6]([CH3:7])([CH3:8])[c:9]1[n:10][c:11]([CH:29]([CH3:30])[CH3:31])[c:12]([CH2:24][CH2:25][CH2:26][CH2:27][CH3:28])[c:13](-[c:17]2[cH:18][cH:19][c:20]([F:23])[cH:21][cH:22]2)[c:14]1[CH:15]=[O:16].[Li:1][CH2:2][CH2:3][CH2:4][CH3:5]>>[CH2:2]=[CH:15][c:14]1[c:9]([CH:6]([CH3:7])[CH3:8])[n:10][c:11]([CH:29]([CH3:30])[CH3:31])[c:12]([CH2:24][CH2:25][CH2:26][CH2:27][CH3:28])[c:13]1-[c:17]1[cH:18][cH:19][c:20]([F:23])[cH:21][cH:22]1. Reactants: CC1(C)CC(c2cccc(Br)c2)Nc2ccc(C(F)(F)F)cc21, O=C([O-])[O-], CS(C)=O, [Cu]I, [K+], [K+], NC1(C(=O)O)CC1. Yields the product CC1(C)CC(c2cccc(NC3(C(=O)O)CC3)c2)Nc2ccc(C(F)(F)F)cc21. Reaction SMILES: [Br:1][c:2]1[cH:3][c:4]([CH:8]2[NH:9][c:10]3[cH:11][cH:12][c:13]([C:20]([F:21])([F:22])[F:23])[cH:14][c:15]3[C:16]([CH3:18])([CH3:19])[CH2:17]2)[cH:5][cH:6][cH:7]1.[C:31](=[O:32])([O-:33])[O-:34].[CH3:37][S:38](=[O:39])[CH3:40].[Cu:41][I:42].[K+:35].[K+:36].[NH2:24][C:25]1([C:28](=[O:29])[OH:30])[CH2:26][CH2:27]1>>[c:2]1([NH:24][C:25]2([C:28](=[O:29])[OH:30])[CH2:26][CH2:27]2)[cH:3][c:4]([CH:8]2[NH:9][c:10]3[cH:11][cH:12][c:13]([C:20]([F:21])([F:22])[F:23])[cH:14][c:15]3[C:16]([CH3:18])([CH3:19])[CH2:17]2)[cH:5][cH:6][cH:7]1. Reactants: ClC=1C=CC(=C2C(=C(C(=NC12)C)CC1=CC=C(C=C1)S(=O)(=O)C)C)OS(=O)(=O)C(F)(F)F (trifluoromethanesulfonic acid 8-chloro-3-(4-methanesulfonylbenzyl)-2,4-dimethylquinolin-5-yl ester), [Si](C)(C)(C(C)(C)C)OC(=C)OC (1-(tert-butyldimethylsilyloxy)-1-methoxyethene), C(C)(=O)[O-].[Na+] (sodium acetate). The reagents and catalysts are [Pd].C(C1=CC=CC=C1)=CC(=O)C=CC1=CC=CC=C1.C(C1=CC=CC=C1)=CC(=O)C=CC1=CC=CC=C1 (bis(dibenzylideneacetone) palladium), C1(=CC=CC=C1)P([C-]1C=CC=C1)C1=CC=CC=C1.[C-]1(C=CC=C1)P(C1=CC=CC=C1)C1=CC=CC=C1.[Fe+2] (1,1′-bis(diphenylphospino) ferrocene). Run in CN(C=O)C (N,N-dimethylformamide), C(C)(=O)OCC (ethyl acetate). Run at temperature 120 celsius. The product is COC(CC1=C2C(=C(C(=NC2=C(C=C1)Cl)C)CC1=CC=C(C=C1)S(=O)(=O)C)C)=O ([8-chloro-3-(4-methanesulfonylbenzyl)-2,4-dimethylquinolin-5-yl]acetic Acid Methyl Ester). As a reaction SMILES: [Cl:1][C:2]1[CH:3]=[CH:4][C:5](OS(C(F)(F)F)(=O)=O)=[C:6]2[C:11]=1[N:10]=[C:9]([CH3:12])[C:8]([CH2:13][C:14]1[CH:19]=[CH:18][C:17]([S:20]([CH3:23])(=[O:22])=[O:21])=[CH:16][CH:15]=1)=[C:7]2[CH3:24].[Si]([O:40][C:41]([O:43][CH3:44])=[CH2:42])(C(C)(C)C)(C)C.C([O-])(=O)C.[Na+]>CN(C)C=O.C(OCC)(=O)C.[Pd].C(=CC(C=CC1C=CC=CC=1)=O)C1C=CC=CC=1.C(=CC(C=CC1C=CC=CC=1)=O)C1C=CC=CC=1.C1(P(C2C=CC=CC=2)[C-]2C=CC=C2)C=CC=CC=1.[C-]1(P(C2C=CC=CC=2)C2C=CC=CC=2)C=CC=C1.[Fe+2]>[CH3:44][O:43][C:41](=[O:40])[CH2:42][C:5]1[CH:4]=[CH:3][C:2]([Cl:1])=[C:11]2[C:6]=1[C:7]([CH3:24])=[C:8]([CH2:13][C:14]1[CH:19]=[CH:18][C:17]([S:20]([CH3:23])(=[O:22])=[O:21])=[CH:16][CH:15]=1)[C:9]([CH3:12])=[N:10]2 |f:2.3,6.7.8,9.10.11|. Procedure: A mixture of trifluoromethanesulfonic acid 8-chloro-3-(4-methanesulfonylbenzyl)-2,4-dimethylquinolin-5-yl ester (0.11 g), 1-(tert-butyldimethylsilyloxy)-1-methoxyethene (0.22 mL), sodium acetate (0.019 g), bis(dibenzylideneacetone) palladium (0.006 g) and 1,1′-bis(diphenylphospino) ferrocene (0) (0.006 g) in N,N-dimethylformamide (1.0 mL) was heated by microwave irradiation at 120° C. for 20 minutes. The mixture was diluted with ethyl acetate and this solution was washed with saturated aqueous s... Starting materials: OC1=C(N)C=CC(=C1)[N+](=O)[O-] (2-hydroxy 4-nitro aniline), C1(=CC=CC2=CC=CC=C12)N=C=O (1-naphthylisocyanate). Product: OC1=C(C=CC(=C1)[N+](=O)[O-])NC(=O)NC1=CC=CC2=CC=CC=C12 (N-(2-Hydroxy-4-nitrophenyl)-N′-(1-naphthyl)urea). RXN SMILES: [OH:1][C:2]1[CH:8]=[C:7]([N+:9]([O-:11])=[O:10])[CH:6]=[CH:5][C:3]=1[NH2:4].[C:12]1([N:22]=[C:23]=[O:24])[C:21]2[C:16](=[CH:17][CH:18]=[CH:19][CH:20]=2)[CH:15]=[CH:14][CH:13]=1>>[OH:1][C:2]1[CH:8]=[C:7]([N+:9]([O-:11])=[O:10])[CH:6]=[CH:5][C:3]=1[NH:4][C:23]([NH:22][C:12]1[C:21]2[C:16](=[CH:17][CH:18]=[CH:19][CH:20]=2)[CH:15]=[CH:14][CH:13]=1)=[O:24]. Procedure: N-(2-Hydroxy-4-nitrophenyl)-N′-(1-naphthyl)urea was prepared from 2-hydroxy 4-nitro aniline (500 mg, 3.24 mmol) and 1-naphthylisocyanate (3.24 mmol) according to the procedure in General Method B. The product precipitated from methylene chloride and filtered. The resulting solid was titruated with 1:3 triethyl amine:methylene chloride. The filterate was concentrated in vacuo. The resulting residue was dissolved in methylene chloride and treated with 1N HCl in water. The desired product precipita... Reaction SMILES: Br[CH:2]([C:8]1[CH:13]=[CH:12][C:11]([CH:14]2[CH2:19][CH2:18][CH2:17][CH2:16][CH2:15]2)=[C:10]([Cl:20])[CH:9]=1)[C:3]([O:5][CH2:6][CH3:7])=[O:4].[F-:21].[K+].C(O)CO>O>[F:21][CH:2]([C:8]1[CH:13]=[CH:12][C:11]([CH:14]2[CH2:19][CH2:18][CH2:17][CH2:16][CH2:15]2)=[C:10]([Cl:20])[CH:9]=1)[C:3]([O:5][CH2:6][CH3:7])=[O:4] |f:1.2|. The solvent is O (water). Procedure: A mixture of 118 g. (0.33 moles) of ethyl α-bromo-3-chloro-4-cyclohexylphenylacetate is vigorously stirred at 130°-140° C with 29 g. (0.5 moles) of potassium fluoride in 100 ml. of ethylene glycol for 12 hours. The reaction mixture is cooled and 400 ml. of water is added and the crude product separates. The aqueous glycol mixture is extracted with ether, the ether is then dried, evaporated to dryness and upon distillation results in ethyl α-fluoro-3-chloro-4-cyclohexylphenylacetate. The product is FC(C(=O)OCC)C1=CC(=C(C=C1)C1CCCCC1)Cl (Ethyl α-fluoro-3-chloro-4-cyclohexylphenylacetate). Reactants: BrC(C(=O)OCC)C1=CC(=C(C=C1)C1CCCCC1)Cl (ethyl α-bromo-3-chloro-4-cyclohexylphenylacetate), crude product, [F-].[K+] (potassium fluoride), C(CO)O (ethylene glycol). Reactants: COC(C1=C(C=C2CCCN(C2=N1)C(=O)OC1=CC=CC=C1)CN(C(C)=O)C)OC (phenyl 7-(dimethoxymethyl)-6-((N-methylacetamido)methyl)-3,4-dihydro-1,8-naphthyridine-1(2H)-carboxylate), [Li+].C[Si](C)(C)[N-][Si](C)(C)C (LHMDS), NC1=NC=C(C#N)C(=C1)NCCOC(F)(F)F (6-amino-4-((2-(trifluoromethoxy)ethyl)amino)nicotinonitrile), COC(C1=C(C=C2CCCN(C2=N1)C(=O)OC1=CC=CC=C1)CN(C(C)=O)C)OC (phenyl 7-(dimethoxymethyl)-6-((N-methylacetamido)methyl)-3,4-dihydro-1,8-naphthyridine-1(2H)-carboxylate), NC1=NC=C(C#N)C(=C1)NCCOC(F)(F)F (6-amino-4-((2-(trifluoromethoxy)ethyl)amino)nicotinonitrile), [NH4+].[Cl-] (NH4Cl). Run in C1CCOC1 (THF), C1CCOC1 (THF). Conditions: temperature -78 celsius, time 30 minute. The product is C(#N)C=1C(=CC(=NC1)NC(=O)N1CCCC2=CC(=C(N=C12)C(OC)OC)CN(C(C)=O)C)NCCOC(F)(F)F (N-(5-cyano-4-((2-(trifluoromethoxy)ethyl)amino)pyridin-2-yl)-7-(dimethoxymethyl)-6-((N-methylacetamido)methyl)-3,4-dihydro-1,8-naphthyridine-1(2H)-carboxamide). Reaction SMILES: [CH3:1][O:2][CH:3]([O:29][CH3:30])[C:4]1[N:13]=[C:12]2[C:7]([CH2:8][CH2:9][CH2:10][N:11]2[C:14](OC2C=CC=CC=2)=[O:15])=[CH:6][C:5]=1[CH2:23][N:24]([CH3:28])[C:25](=[O:27])[CH3:26].[NH2:31][C:32]1[CH:39]=[C:38]([NH:40][CH2:41][CH2:42][O:43][C:44]([F:47])([F:46])[F:45])[C:35]([C:36]#[N:37])=[CH:34][N:33]=1.[Li+].C[Si]([N-][Si](C)(C)C)(C)C.[NH4+].[Cl-]>C1COCC1>[C:36]([C:35]1[C:38]([NH:40][CH2:41][CH2:42][O:43][C:44]([F:45])([F:47])[F:46])=[CH:39][C:32]([NH:31][C:14]([N:11]2[C:12]3[C:7](=[CH:6][C:5]([CH2:23][N:24]([CH3:28])[C:25](=[O:27])[CH3:26])=[C:4]([CH:3]([O:2][CH3:1])[O:29][CH3:30])[N:13]=3)[CH2:8][CH2:9][CH2:10]2)=[O:15])=[N:33][CH:34]=1)#[N:37] |f:2.3,4.5|. Procedure: To a solution of phenyl 7-(dimethoxymethyl)-6-((N-methylacetamido)methyl)-3,4-dihydro-1,8-naphthyridine-1(2H)-carboxylate (intermediate 54A, 145 mg, 0.349 mmol) and 6-amino-4-((2-(trifluoromethoxy)ethyl)amino)nicotinonitrile (intermediate 102E, 103 mg, 0.419 mmol) in THF (6 ml) was slowly added 1M LHMDS in THF (0.699 ml, 0.699 mmol) at −78° C. The reaction mixture was stirred at −78° C. for 30 min, then left to warm to room temperature overnight. The reaction mixture was poured into saturated NH... The reactants are BrC=1C=C2C=CC(NC2=CC1)=O (6-bromoquinolin-2(1H)-one), C[Si](C)(C)[N-][Si](C)(C)C.[Na+] (sodium bis(trimethylsilyl)amide), C(=O)(OC(C)(C)C)NCCCCBr (4-(boc-amino)butyl bromide). Solvent: O1CCCC1 (tetrahydrofuran). Conditions: time 15 minute. The product is BrC=1C=C2C=CC(N(C2=CC1)CCCCNC(OC(C)(C)C)=O)=O (tert-butyl 4-(6-bromo-2-oxoquinolin-1(2H)-yl)butylcarbamate). As a reaction SMILES: [Br:1][C:2]1[CH:3]=[C:4]2[C:9](=[CH:10][CH:11]=1)[NH:8][C:7](=[O:12])[CH:6]=[CH:5]2.C[Si]([N-][Si](C)(C)C)(C)C.[Na+].[C:23]([NH:30][CH2:31][CH2:32][CH2:33][CH2:34]Br)([O:25][C:26]([CH3:29])([CH3:28])[CH3:27])=[O:24]>O1CCCC1>[Br:1][C:2]1[CH:3]=[C:4]2[C:9](=[CH:10][CH:11]=1)[N:8]([CH2:34][CH2:33][CH2:32][CH2:31][NH:30][C:23](=[O:24])[O:25][C:26]([CH3:29])([CH3:28])[CH3:27])[C:7](=[O:12])[CH:6]=[CH:5]2 |f:1.2|. Procedure: To a solution of 6-bromoquinolin-2(1H)-one (430 mg, 1.91 mmol) in tetrahydrofuran (8 ml) was added sodium bis(trimethylsilyl)amide (2.1 ml, 2.08 mmol). After 15 minutes, 4-(boc-amino)butyl bromide (403 mg, 1.6 mmol) was added. The solution was stirred for 15 hours, concentrated and purified by flash chromatography to provide the title compound. The reactants are C(C(C)C)C1=CC=C(S1)C(=O)NNC(C1=CC(=C(C(=C1)C)OCC=C)C)=O (4-allyloxy-3,5-dimethyl-benzoic acid N′-(5-isobutyl-thiophene-2-carbonyl)-hydrazide), CC[N+](CC)(CC)S(=O)(=O)N=C([O-])OC (Burgess reagent). Solvent: C1CCOC1 (THF), C(C)OCC (diethyl ether). Yields the product C(C=C)OC1=C(C=C(C=C1C)C=1OC(=NN1)C=1SC(=CC1)CC(C)C)C (2-(4-allyloxy-3,5-dimethyl-phenyl)-5-(5-isobutyl-thiophen-2-yl)-[1,3,4]oxadiazole). The yield is 76.5%. RXN SMILES: [CH2:1]([C:5]1[S:9][C:8]([C:10]([NH:12][NH:13][C:14](=O)[C:15]2[CH:20]=[C:19]([CH3:21])[C:18]([O:22][CH2:23][CH:24]=[CH2:25])=[C:17]([CH3:26])[CH:16]=2)=[O:11])=[CH:7][CH:6]=1)[CH:2]([CH3:4])[CH3:3].CC[N+](S(N=C(OC)[O-])(=O)=O)(CC)CC>C1COCC1.C(OCC)C>[CH2:23]([O:22][C:18]1[C:19]([CH3:21])=[CH:20][C:15]([C:14]2[O:11][C:10]([C:8]3[S:9][C:5]([CH2:1][CH:2]([CH3:4])[CH3:3])=[CH:6][CH:7]=3)=[N:12][N:13]=2)=[CH:16][C:17]=1[CH3:26])[CH:24]=[CH2:25]. Procedure details: A solution of 4-allyloxy-3,5-dimethyl-benzoic acid N′-(5-isobutyl-thiophene-2-carbonyl)-hydrazide (1.40 g, 3.62 mmol) and Burgess reagent (1.12 g, 4.71 mmol) in THF (15 mL) is stirred at 110° C. for 3 min under microwave irradiation. The mixture is diluted with diethyl ether, washed with water, dried over MgSO4, filtered and evaporated. The crude product is purified by CC on silica gel eluting with heptane:EA 9:1 to give 2-(4-allyloxy-3,5-dimethyl-phenyl)-5-(5-isobutyl-thiophen-2-yl)-[1,3,4]oxad... The reactants are [H][H] (hydrogen), ClC=1C=C(C=C2CN(C(C12)=O)CC1=CC=C(C=C1)OC(F)(F)F)C#CCN1CCN(CC1)C (7-chloro-5-[3-(4-methyl-piperazin-1-yl)-prop-1-ynyl)-2-(4-trifluoromethoxy-benzyl)-2,3-dihydro-isoindol-1-one), C(Cl)(Cl)Cl.CO (CHCl3 MeOH). The reagents and catalysts are [C].[Pd] (palladium-carbon). Run in C(C)O (ethanol). The product is ClC=1C=C(C=C2CN(C(C12)=O)CC1=CC=C(C=C1)OC(F)(F)F)CCCN1CCN(CC1)C (7-chloro-5-[3-(4-methyl-piperazin-1-yl)-propyl]-2-(4-trifluoromethoxy-benzyl)-2,3-dihydro-isoindol-1-one). Yield: 62.2%. Reaction SMILES: [Cl:1][C:2]1[CH:3]=[C:4]([C:24]#[C:25][CH2:26][N:27]2[CH2:32][CH2:31][N:30]([CH3:33])[CH2:29][CH2:28]2)[CH:5]=[C:6]2[C:10]=1[C:9](=[O:11])[N:8]([CH2:12][C:13]1[CH:18]=[CH:17][C:16]([O:19][C:20]([F:23])([F:22])[F:21])=[CH:15][CH:14]=1)[CH2:7]2.[H][H].C(Cl)(Cl)Cl.CO>C(O)C.[C].[Pd]>[Cl:1][C:2]1[CH:3]=[C:4]([CH2:24][CH2:25][CH2:26][N:27]2[CH2:32][CH2:31][N:30]([CH3:33])[CH2:29][CH2:28]2)[CH:5]=[C:6]2[C:10]=1[C:9](=[O:11])[N:8]([CH2:12][C:13]1[CH:14]=[CH:15][C:16]([O:19][C:20]([F:23])([F:22])[F:21])=[CH:17][CH:18]=1)[CH2:7]2 |f:2.3,5.6|. Procedure details: A mixture of 7-chloro-5-[3-(4-methyl-piperazin-1-yl)-prop-1-ynyl)-2-(4-trifluoromethoxy-benzyl)-2,3-dihydro-isoindol-1-one (0.057 g, 0.12 mmol) and 10% palladium-carbon (0.015 g) in ethanol (25 mL) was reduced under 45 p.s.i. hydrogen. Workup and silica gel column chromatography using 5:1 CHCl3-MeOH afforded 7-chloro-5-[3-(4-methyl-piperazin-1-yl)-propyl]-2-(4-trifluoromethoxy-benzyl)-2,3-dihydro-isoindol-1-one (0.036 g, 63%). 1H NMR (300 MHz, CDCl3): δ (ppm) 1.79 (m, 2H), 2.22-2.60 (m, 13H), 2....